Dataset: the Open Reaction Database (ORD), a public repository of structured organic reaction records. Task: describe an organic reaction: reactants, conditions, products, and yield Starting materials: [Br-], C1CCOC1, COC(=O)c1c(-c2cccc(C=O)c2)c2cc(Cl)ccc2c(=O)n1Cc1ccc(S(C)(=O)=O)cc1, C[Mg+], [K+], O=S(=O)([O-])O. Product: COC(=O)c1c(-c2cccc(C(C)O)c2)c2cc(Cl)ccc2c(=O)n1Cc1ccc(S(C)(=O)=O)cc1. RXN SMILES: [Br-:36].[CH2:45]1[O:46][CH2:47][CH2:48][CH2:49]1.[CH3:1][O:2][C:3](=[O:4])[c:5]1[n:6]([CH2:25][c:26]2[cH:27][cH:28][c:29]([S:32](=[O:33])(=[O:34])[CH3:35])[cH:30][cH:31]2)[c:7](=[O:24])[c:8]2[cH:9][cH:10][c:11]([Cl:23])[cH:12][c:13]2[c:14]1-[c:15]1[cH:16][c:17]([CH:21]=[O:22])[cH:18][cH:19][cH:20]1.[CH3:37][Mg+:38].[K+:44].[S:39]([O-:40])([OH:41])(=[O:42])=[O:43]>>[CH3:1][O:2][C:3](=[O:4])[c:5]1[n:6]([CH2:25][c:26]2[cH:27][cH:28][c:29]([S:32](=[O:33])(=[O:34])[CH3:35])[cH:30][cH:31]2)[c:7](=[O:24])[c:8]2[cH:9][cH:10][c:11]([Cl:23])[cH:12][c:13]2[c:14]1-[c:15]1[cH:16][c:17]([CH:21]([OH:22])[CH3:37])[cH:18][cH:19][cH:20]1. Starting materials: FC1=C(C(=CC=C1OC)[N+](=O)[O-])O (2-fluoro-3-methoxy-6-nitrophenol). Reagents/catalysts: [OH-].[Pd+2].[OH-] (palladium hydroxide). Run in C(C)O (ethanol), C1CCOC1 (THF). Reaction conditions: time 15 hour. Product: NC1=CC=C(C(=C1O)F)OC (6-amino-2-fluoro-3-methoxyphenol). The yield is 87.3%. As a reaction SMILES: [F:1][C:2]1[C:7]([O:8][CH3:9])=[CH:6][CH:5]=[C:4]([N+:10]([O-])=O)[C:3]=1[OH:13]>C(O)C.C1COCC1.[OH-].[Pd+2].[OH-]>[NH2:10][C:4]1[C:3]([OH:13])=[C:2]([F:1])[C:7]([O:8][CH3:9])=[CH:6][CH:5]=1 |f:3.4.5|. Reported procedure: A suspension of 2-fluoro-3-methoxy-6-nitrophenol (300 mg) and 5% palladium hydroxide (40 mg) in ethanol (10 mL) and THF (5 mL) was stirred at room temperature for 15 hr under a hydrogen atmosphere (1 atm). The mixture was filtered, and the filtrate was concentrated under reduced pressure to give the title compound (220 mg).